This data is from the Open Reaction Database (ORD), a public repository of structured organic reaction records. The task is: describe an organic reaction: reactants, conditions, products, and yield Run at time 4 day. Reactants: Cl.N12CC(C(CC1)CC2)C(=O)O (Quinuclidine-3-carboxylic acid hydrochloride), C(CCl)Cl (EDC), C=1C=CC2=C(C1)N=NN2O (HOBT), COC1=CC=C(C=C1)C(O)C1=CC=CC=C1 ((4-Methoxyphenyl)(phenyl)methanol), TEA. Procedure details: Quinuclidine-3-carboxylic acid hydrochloride (150 mg, 0.78 mmol), EDC (225 mg, 1.17 mmol), and HOBT (180 mg, 1.17 mmol) were dissolved in dry THF (7.5 ml). (4-Methoxyphenyl)(phenyl)methanol (184 mg, 0.86 mmol) and TEA (382 μl, 2.74 mmol) were added, and the resulting reaction was stirred at room temperature for four days. THF was removed under vacuum, and the crude residue was partitioned between EtOAc and water. The organic phase was washed with a sat. NaHCO3, dried over Na2SO4, filtered, and e... Yield: 13.5%. As a reaction SMILES: Cl.[N:2]12[CH2:9][CH2:8][CH:5]([CH2:6][CH2:7]1)[CH:4]([C:10]([OH:12])=[O:11])[CH2:3]2.C(Cl)CCl.C1C=CC2N(O)N=NC=2C=1.[CH3:27][O:28][C:29]1[CH:34]=[CH:33][C:32]([CH:35]([C:37]2[CH:42]=[CH:41][CH:40]=[CH:39][CH:38]=2)O)=[CH:31][CH:30]=1>C1COCC1>[N:2]12[CH2:9][CH2:8][CH:5]([CH2:6][CH2:7]1)[CH:4]([C:10]([O:12][CH:35]([C:32]1[CH:31]=[CH:30][C:29]([O:28][CH3:27])=[CH:34][CH:33]=1)[C:37]1[CH:38]=[CH:39][CH:40]=[CH:41][CH:42]=1)=[O:11])[CH2:3]2 |f:0.1|. Solvent: C1CCOC1 (THF). The product is N12CC(C(CC1)CC2)C(=O)OC(C2=CC=CC=C2)C2=CC=C(C=C2)OC ((4-methoxyphenyl)(phenyl)methyl quinuclidine-3-carboxylate). Starting materials: CI, CCCCc1ncc(CC(NCc2ccccc2)C(=O)O)n1Cc1ccccc1Cl. Yields the product CCCCc1ncc(CC(C(=O)O)N(C)Cc2ccccc2)n1Cc1ccccc1Cl. Reaction SMILES: [CH3:31][I:32].[Cl:1][c:2]1[c:3]([CH2:8][n:9]2[c:10]([CH2:27][CH2:28][CH2:29][CH3:30])[n:11][cH:12][c:13]2[CH2:14][CH:15]([NH:16][CH2:17][c:18]2[cH:19][cH:20][cH:21][cH:22][cH:23]2)[C:24](=[O:25])[OH:26])[cH:4][cH:5][cH:6][cH:7]1>>[Cl:1][c:2]1[c:3]([CH2:8][n:9]2[c:10]([CH2:27][CH2:28][CH2:29][CH3:30])[n:11][cH:12][c:13]2[CH2:14][CH:15]([N:16]([CH2:17][c:18]2[cH:19][cH:20][cH:21][cH:22][cH:23]2)[CH3:31])[C:24](=[O:25])[OH:26])[cH:4][cH:5][cH:6][cH:7]1. The reactants are COc1ncc(Br)cc1[N+](=O)[O-], O=C([O-])[O-], C#CCN(C)C, [Cs+], [Cs+], CN(C)C=O. Product: COc1ncc(C#CCN(C)C)cc1[N+](=O)[O-]. As a reaction SMILES: [Br:1][c:2]1[cH:3][c:4]([N+:10](=[O:11])[O-:12])[c:5]([O:8][CH3:9])[n:6][cH:7]1.[C:13](=[O:14])([O-:15])[O-:16].[CH2:19]([C:20]#[CH:21])[N:22]([CH3:23])[CH3:24].[Cs+:17].[Cs+:18].[O:25]=[CH:26][N:27]([CH3:28])[CH3:29]>>[c:2]1([C:21]#[C:20][CH2:19][N:22]([CH3:23])[CH3:24])[cH:3][c:4]([N+:10](=[O:11])[O-:12])[c:5]([O:8][CH3:9])[n:6][cH:7]1. The reactants are [Li]CCCC, C1CCOC1, c1ccc(Cn2ccnc2)cc1, [Na+], [Na+], O=C([O-])[O-], O=C(c1ccccc1)c1ccccc1. The product is OC(c1ccccc1)(c1ccccc1)c1nccn1Cc1ccccc1. RXN SMILES: [CH2:1]([Li:2])[CH2:3][CH2:4][CH3:5].[CH2:32]1[O:33][CH2:34][CH2:35][CH2:36]1.[CH2:6]([c:7]1[cH:8][cH:9][cH:10][cH:11][cH:12]1)[n:13]1[cH:14][n:15][cH:16][cH:17]1.[Na+:37].[Na+:38].[O-:39][C:40](=[O:41])[O-:42].[O:18]=[C:19]([c:20]1[cH:21][cH:22][cH:23][cH:24][cH:25]1)[c:26]1[cH:27][cH:28][cH:29][cH:30][cH:31]1>>[CH2:6]([c:7]1[cH:8][cH:9][cH:10][cH:11][cH:12]1)[n:13]1[c:14]([C:19]([OH:18])([c:20]2[cH:21][cH:22][cH:23][cH:24][cH:25]2)[c:26]2[cH:27][cH:28][cH:29][cH:30][cH:31]2)[n:15][cH:16][cH:17]1. Starting materials: N[C@H]([C@@H](CN1C[C@H]2CCCC[C@H]2C[C@H]1C(=O)NC(C)(C)C)O)CC1=CC=CC=C1 (2-(3(S)-amino-2(R)-hydroxy-4-phenylbutyl)-N-t-butyl-decahydro-(4aS,8aS)-isoquinoline-3(S)-carboxamide), N1=C(C=CC2=CC=CC=C12)C(=O)N[C@@H](CC(N)=O)C(=O)O (N-(2-quinolylcarbonyl)-L-asparagine), ON1C(C=CC=C1)=O (1-hydroxy-2(1H)-pyridone), C1(CCCCC1)N=C=NC1CCCCC1 (dicyclohexylcarbodiimide), CS(=O)(=O)O (methanesulphonic acid). The solvent is C(C)(=O)OCC (ethyl acetate), O1CCCC1 (tetrahydrofuran), C(C)(=O)OCC (ethyl acetate), O (water), C(C)(=O)OCC (ethyl acetate). Product: CS(=O)(=O)O.C(C)(C)(C)NC(=O)[C@H]1N(C[C@H]2CCCC[C@H]2C1)C[C@H]([C@H](CC1=CC=CC=C1)NC([C@@H](NC(=O)C1=NC2=CC=CC=C2C=C1)CC(N)=O)=O)O (N-t-butyl-decahydro-2-[2(R)-hydroxy-4-phenyl-3(S)-[[N-(2-quinolylcarbonyl)-L-asparaginyl]amino]butyl]-(4aS,8aS)-isoquinoline-3(S)-carboxamide methanesulphonate). Yield: 95.9%. Reaction SMILES: [NH2:1][C@@H:2]([CH2:23][C:24]1[CH:29]=[CH:28][CH:27]=[CH:26][CH:25]=1)[C@H:3]([OH:22])[CH2:4][N:5]1[C@H:14]([C:15]([NH:17][C:18]([CH3:21])([CH3:20])[CH3:19])=[O:16])[CH2:13][C@H:12]2[C@H:7]([CH2:8][CH2:9][CH2:10][CH2:11]2)[CH2:6]1.[N:30]1[C:39]2[C:34](=[CH:35][CH:36]=[CH:37][CH:38]=2)[CH:33]=[CH:32][C:31]=1[C:40]([NH:42][C@H:43]([C:48](O)=[O:49])[CH2:44][C:45](=[O:47])[NH2:46])=[O:41].ON1C=CC=CC1=O.C1(N=C=NC2CCCCC2)CCCCC1.[CH3:74][S:75]([OH:78])(=[O:77])=[O:76]>C(OCC)(=O)C.O.O1CCCC1>[CH3:74][S:75]([OH:78])(=[O:77])=[O:76].[C:18]([NH:17][C:15]([C@@H:14]1[CH2:13][C@H:12]2[C@H:7]([CH2:8][CH2:9][CH2:10][CH2:11]2)[CH2:6][N:5]1[CH2:4][C@@H:3]([OH:22])[C@@H:2]([NH:1][C:48](=[O:49])[C@H:43]([CH2:44][C:45](=[O:47])[NH2:46])[NH:42][C:40]([C:31]1[CH:32]=[CH:33][C:34]2[C:39](=[CH:38][CH:37]=[CH:36][CH:35]=2)[N:30]=1)=[O:41])[CH2:23][C:24]1[CH:25]=[CH:26][CH:27]=[CH:28][CH:29]=1)=[O:16])([CH3:21])([CH3:19])[CH3:20] |f:8.9|. Reported procedure: 125.9 g (312 mmol) of 2-(3(S)-amino-2(R)-hydroxy-4-phenylbutyl)-N-t-butyl-decahydro-(4aS,8aS)-isoquinoline-3(S)-carboxamide, 94.6 g (328 mmol) of N-(2-quinolylcarbonyl)-L-asparagine and 3.5 g (31 mmol) of 1-hydroxy-2(1H)-pyridone were treated with a mixture of 75 ml of tetrahydrofuran and 1925 ml of ethyl acetate. A solution of 70.9 g (344 mmol) of dicyclohexylcarbodiimide in 500 ml of ethyl acetate was subsequently added dropwise at 25° within 30 minutes while stirring. The reaction mixture was... Starting materials: O=C([O-])[O-], ClCCN1CCCC1, Cl, [K+], [K+], O=[N+]([O-])c1ccc2cn[nH]c2c1, CN(C)C=O. Yields the product O=[N+]([O-])c1ccc2cnn(CCN3CCCC3)c2c1. Reaction SMILES: [C:13](=[O:14])([O-:15])[O-:16].[Cl:20][CH2:21][CH2:22][N:23]1[CH2:24][CH2:25][CH2:26][CH2:27]1.[ClH:19].[K+:17].[K+:18].[N+:1](=[O:2])([O-:3])[c:4]1[cH:5][cH:6][c:7]2[cH:8][n:9][nH:10][c:11]2[cH:12]1.[O:28]=[CH:29][N:30]([CH3:31])[CH3:32]>>[N+:1](=[O:2])([O-:3])[c:4]1[cH:5][cH:6][c:7]2[cH:8][n:9][n:10]([CH2:21][CH2:22][N:23]3[CH2:24][CH2:25][CH2:26][CH2:27]3)[c:11]2[cH:12]1. Reactants: ClC1=NC=C(C(=N1)NC1=C(C(=O)NC(C)C)C=CC=C1)Cl (2-[(2,5-Dichloro-4-pyrimidinyl)amino]-N-(1-methylethyl)benzamide), CN1CCN(CC1)C=1C=C(N)C=CC1 (3-(4-methyl-1-piperazinyl)aniline), Cl (HCl). Run in C(C)(C)O (isopropanol). Run at temperature 95 celsius, time 18 hour. Product: ClC=1C(=NC(=NC1)NC1=CC(=CC=C1)N1CCN(CC1)C)NC1=C(C(=O)NC(C)C)C=CC=C1 (2-[(5-Chloro-2-{[3-(4-methyl-1-piperazinyl)phenyl]amino}-4-pyrimidinyl)amino]-N-(1-methylethyl)benzamide). Isolated yield 41.0%. Reaction SMILES: Cl[C:2]1[N:7]=[C:6]([NH:8][C:9]2[CH:20]=[CH:19][CH:18]=[CH:17][C:10]=2[C:11]([NH:13][CH:14]([CH3:16])[CH3:15])=[O:12])[C:5]([Cl:21])=[CH:4][N:3]=1.[CH3:22][N:23]1[CH2:28][CH2:27][N:26]([C:29]2[CH:30]=[C:31]([CH:33]=[CH:34][CH:35]=2)[NH2:32])[CH2:25][CH2:24]1.Cl>C(O)(C)C>[Cl:21][C:5]1[C:6]([NH:8][C:9]2[CH:20]=[CH:19][CH:18]=[CH:17][C:10]=2[C:11]([NH:13][CH:14]([CH3:16])[CH3:15])=[O:12])=[N:7][C:2]([NH:32][C:31]2[CH:33]=[CH:34][CH:35]=[C:29]([N:26]3[CH2:25][CH2:24][N:23]([CH3:22])[CH2:28][CH2:27]3)[CH:30]=2)=[N:3][CH:4]=1. Reported procedure: 2-[(2,5-Dichloro-4-pyrimidinyl)amino]-N-(1-methylethyl)benzamide (200 mg, 0.61 mmol) and 3-(4-methyl-1-piperazinyl)aniline (117 mg, 0.61 mmol) were combined in a vessel with 8 mL isopropanol and 12N HCl (51 μL, 0.61 mmol). The vessel was sealed and heated with stirring at 95° C. for 18 h. The reaction was cooled to room temperature and the solid was filtered off and washed with diethyl ether to give 120 mg (40%) of an off-white solid as the HCl salt. Mass (M+H)+=480, 481, 482. The product is CC1(C)CC(=O)Nc2cc(N)ccc21. Reaction SMILES: [CH3:19][CH2:20][OH:21].[CH3:1][C:2]1([CH3:17])[CH2:3][C:4](=[O:16])[NH:5][c:6]2[cH:7][c:8]([NH:12][C:13](=[O:14])[CH3:15])[cH:9][cH:10][c:11]21.[ClH:18]>>[CH3:1][C:2]1([CH3:17])[CH2:3][C:4](=[O:16])[NH:5][c:6]2[cH:7][c:8]([NH2:12])[cH:9][cH:10][c:11]21. The reactants are CCO, CC(=O)Nc1ccc2c(c1)NC(=O)CC2(C)C, Cl.